This data is from the Open Reaction Database (ORD), a public repository of structured organic reaction records. The task is: describe an organic reaction: reactants, conditions, products, and yield Reactants: COc1cc(NC(=O)OC(C)(C)C)c(N)cc1-c1ccccc1F, CC(C)(C)OC(=O)CC(=O)c1ccc(C#N)s1. Product: COc1cc(NC(=O)OC(C)(C)C)c(NC(=O)CC(=O)c2ccc(C#N)s2)cc1-c1ccccc1F. RXN SMILES: [C:1]([CH3:2])([CH3:3])([CH3:4])[O:5][C:6]([NH:7][c:8]1[cH:9][c:10]([O:22][CH3:23])[c:11](-[c:15]2[c:16]([F:21])[cH:17][cH:18][cH:19][cH:20]2)[cH:12][c:13]1[NH2:14])=[O:24].[C:25]([CH3:27])([CH3:28])([O:29][C:30](=[O:26])[CH2:31][C:32](=[O:33])[c:34]1[s:35][c:36]([C:39]#[N:40])[cH:37][cH:38]1)[CH3:41]>>[C:1]([CH3:2])([CH3:3])([CH3:4])[O:5][C:6]([NH:7][c:8]1[cH:9][c:10]([O:22][CH3:23])[c:11](-[c:15]2[c:16]([F:21])[cH:17][cH:18][cH:19][cH:20]2)[cH:12][c:13]1[NH:14][C:30](=[O:29])[CH2:31][C:32](=[O:33])[c:34]1[s:35][c:36]([C:39]#[N:40])[cH:37][cH:38]1)=[O:24].